This data is from the Open Reaction Database (ORD), a public repository of structured organic reaction records. The task is: describe an organic reaction: reactants, conditions, products, and yield The reactants are CCOC(=O)CNC(=O)Nc1cccc(C(F)(F)COCCCCCCOCc2ccccc2)c1, CCO, [Na+], [OH-]. Product: O=C(O)CNC(=O)Nc1cccc(C(F)(F)COCCCCCCOCc2ccccc2)c1. As a reaction SMILES: [CH2:1]([c:2]1[cH:3][cH:4][cH:5][cH:6][cH:7]1)[O:8][CH2:9][CH2:10][CH2:11][CH2:12][CH2:13][CH2:14][O:15][CH2:16][C:17]([F:18])([F:19])[c:20]1[cH:21][c:22]([NH:26][C:27](=[O:28])[NH:29][CH2:30][C:31](=[O:32])[O:33][CH2:34][CH3:35])[cH:23][cH:24][cH:25]1.[CH3:38][CH2:39][OH:40].[Na+:37].[OH-:36]>>[CH2:1]([c:2]1[cH:3][cH:4][cH:5][cH:6][cH:7]1)[O:8][CH2:9][CH2:10][CH2:11][CH2:12][CH2:13][CH2:14][O:15][CH2:16][C:17]([F:18])([F:19])[c:20]1[cH:21][c:22]([NH:26][C:27](=[O:28])[NH:29][CH2:30][C:31](=[O:32])[OH:33])[cH:23][cH:24][cH:25]1. Reactants: Cc1cc(-c2ccc(Cl)cc2)nc(-n2cnc(-c3ccc(S(=O)(=O)NC(C)(C)C)cc3)c2)n1, ClCCl, O=C(O)C(F)(F)F. Product: Cc1cc(-c2ccc(Cl)cc2)nc(-n2cnc(-c3ccc(S(N)(=O)=O)cc3)c2)n1. As a reaction SMILES: [C:1]([CH3:2])([CH3:3])([CH3:4])[NH:5][S:6](=[O:7])(=[O:8])[c:9]1[cH:10][cH:11][c:12](-[c:15]2[n:16][cH:17][n:18](-[c:20]3[n:21][c:22](-[c:27]4[cH:28][cH:29][c:30]([Cl:33])[cH:31][cH:32]4)[cH:23][c:24]([CH3:26])[n:25]3)[cH:19]2)[cH:13][cH:14]1.[Cl:41][CH2:42][Cl:43].[F:34][C:35]([F:36])([F:37])[C:38]([OH:39])=[O:40]>>[NH2:5][S:6](=[O:7])(=[O:8])[c:9]1[cH:10][cH:11][c:12](-[c:15]2[n:16][cH:17][n:18](-[c:20]3[n:21][c:22](-[c:27]4[cH:28][cH:29][c:30]([Cl:33])[cH:31][cH:32]4)[cH:23][c:24]([CH3:26])[n:25]3)[cH:19]2)[cH:13][cH:14]1. The reactants are COC(=O)c1ccc(Br)c(C)c1, Cc1ccccc1, OB(O)c1ccccc1C(F)(F)F, [Na+], [Na+], O=C([O-])[O-]. Product: COC(=O)c1ccc(-c2ccccc2C(F)(F)F)c(C)c1. RXN SMILES: [CH3:1][O:2][C:3]([c:4]1[cH:5][c:6]([CH3:11])[c:7]([Br:10])[cH:8][cH:9]1)=[O:12].[CH3:32][c:33]1[cH:34][cH:35][cH:36][cH:37][cH:38]1.[F:13][C:14]([c:15]1[c:16]([B:21]([OH:22])[OH:23])[cH:17][cH:18][cH:19][cH:20]1)([F:24])[F:25].[Na+:26].[Na+:27].[O-:28][C:29](=[O:30])[O-:31]>>[CH3:1][O:2][C:3]([c:4]1[cH:5][c:6]([CH3:11])[c:7](-[c:16]2[c:15]([C:14]([F:13])([F:24])[F:25])[cH:20][cH:19][cH:18][cH:17]2)[cH:8][cH:9]1)=[O:12]. The reactants are C1(=CC=CC=C1)N1N=CC=C1C(=O)OCC (ethyl 1-phenylpyrazole-5-carboxylate), [OH-].[Na+] (NaOH). Solvent: C(C)O (ethanol). The product is C1(=CC=CC=C1)N1N=CC=C1C(=O)O (1-Phenylpyrazole-5-carboxylic acid). The yield is 81.0%. Reaction SMILES: [C:1]1([N:7]2[C:11]([C:12]([O:14]CC)=[O:13])=[CH:10][CH:9]=[N:8]2)[CH:6]=[CH:5][CH:4]=[CH:3][CH:2]=1.[OH-].[Na+]>C(O)C>[C:1]1([N:7]2[C:11]([C:12]([OH:14])=[O:13])=[CH:10][CH:9]=[N:8]2)[CH:6]=[CH:5][CH:4]=[CH:3][CH:2]=1 |f:1.2|. Procedure details: 4.4 g of ethyl 1-phenylpyrazole-5-carboxylate from Example 1 were stirred for 6 hours at room temperature with 10 ml of 16.5% strength aqueous NaOH and 10 ml of ethanol; the ethanol was removed by distillation, the aqueous phase was extracted twice with 10 ml of toluene, and the pH was adjusted to 3 using concentrated HCl. The precipitate was filtered off under suction, washed with a little water and dried: 3.1 g of product of boiling point 182°-183° C. were obtained. Reactants: OC1=CC=C(C=C1)CCCN1C=NC=C1 (1-[3-(4-hydroxyphenyl)propyl]imidazole), ClCC=1N=C(OC1C)C=1OC=CC1 (4-chloromethyl-2-(2-furyl)-5-methyloxazole). Yields the product O1C(=CC=C1)C=1OC(=C(N1)COC1=CC=C(C=C1)CCCN1C=NC=C1)C (2-(2-furyl)-4-[4-[3-(1-imidazolyl)propyl]phenoxymethyl]-5-methyloxazole). The yield is 79.0%. RXN SMILES: [OH:1][C:2]1[CH:7]=[CH:6][C:5]([CH2:8][CH2:9][CH2:10][N:11]2[CH:15]=[CH:14][N:13]=[CH:12]2)=[CH:4][CH:3]=1.Cl[CH2:17][C:18]1[N:19]=[C:20]([C:24]2[O:25][CH:26]=[CH:27][CH:28]=2)[O:21][C:22]=1[CH3:23]>>[O:25]1[CH:26]=[CH:27][CH:28]=[C:24]1[C:20]1[O:21][C:22]([CH3:23])=[C:18]([CH2:17][O:1][C:2]2[CH:7]=[CH:6][C:5]([CH2:8][CH2:9][CH2:10][N:11]3[CH:15]=[CH:14][N:13]=[CH:12]3)=[CH:4][CH:3]=2)[N:19]=1. Procedure details: In substantially the same manner as in Working Example 72, 1-[3-(4-hydroxyphenyl)propyl]imidazole was allowed to react with 4-chloromethyl-2-(2-furyl)-5-methyloxazole to give 2-(2-furyl)-4-[4-[3-(1-imidazolyl)propyl]phenoxymethyl]-5-methyloxazole. The yield was 79%. Recrystallization from acetone-isopropyl ether gave colorless prisms, mp 89-90° C. Reactants: O (water), NC1=CC=C(C=C1)C=1SC2=C(N1)C=CC(=C2)C (2-(4-aminophenyl)-6-methylbenzothiazole), C1(=CC=C(C=C1)S(=O)(=O)Cl)C (para-toluenesulphonyl chloride). Run in N1=CC=CC=C1 (pyridine), N1=CC=CC=C1 (pyridine). The product is CC1=CC2=C(N=C(S2)C2=CC=C(C=C2)NS(=O)(=O)C2=CC=C(C=C2)C)C=C1 (N-[4-(6-methylbenzothiazol-2-yl)phenyl]-4-methylbenzenesulfonamide). Reaction SMILES: [NH2:1][C:2]1[CH:7]=[CH:6][C:5]([C:8]2[S:9][C:10]3[CH:16]=[C:15]([CH3:17])[CH:14]=[CH:13][C:11]=3[N:12]=2)=[CH:4][CH:3]=1.[C:18]1([CH3:28])[CH:23]=[CH:22][C:21]([S:24](Cl)(=[O:26])=[O:25])=[CH:20][CH:19]=1.O>N1C=CC=CC=1>[CH3:17][C:15]1[CH:14]=[CH:13][C:11]2[N:12]=[C:8]([C:5]3[CH:4]=[CH:3][C:2]([NH:1][S:24]([C:21]4[CH:22]=[CH:23][C:18]([CH3:28])=[CH:19][CH:20]=4)(=[O:26])=[O:25])=[CH:7][CH:6]=3)[S:9][C:10]=2[CH:16]=1. Reported procedure: To 2-(4-aminophenyl)-6-methylbenzothiazole (5 g, 20.8 mmol) in pyridine (60 mL) was added para-toluenesulphonyl chloride (5.953 g, 31.2 mmol, 1.5 eq.) in pyridine (40 mL). The reaction mixture was heated at reflux for 10 mins, then cooled and water (100 mL) added. The white precipitate formed was collected on a filter, washed with water and dried under vacuum to give N-[4-(6-methylbenzothiazol-2-yl)phenyl]-4-methylbenzenesulfonamide as a white solid. The yield was 8.091 g (99%). Starting materials: O=C(Cl)c1ccc(Cl)cc1Cl, O, c1ccncc1, OC(CSc1ccccc1)Cn1ccnc1. Yields the product O=C(OC(CSc1ccccc1)Cn1ccnc1)c1ccc(Cl)cc1Cl. Reaction SMILES: [Cl:17][c:18]1[c:19]([C:20](=[O:21])[Cl:22])[cH:23][cH:24][c:25]([Cl:27])[cH:26]1.[OH2:34].[cH:28]1[cH:29][cH:30][n:31][cH:32][cH:33]1.[n:1]1([CH2:6][CH:7]([CH2:8][S:9][c:10]2[cH:11][cH:12][cH:13][cH:14][cH:15]2)[OH:16])[cH:2][n:3][cH:4][cH:5]1>>[n:1]1([CH2:6][CH:7]([CH2:8][S:9][c:10]2[cH:11][cH:12][cH:13][cH:14][cH:15]2)[O:16][C:20]([c:19]2[c:18]([Cl:17])[cH:26][c:25]([Cl:27])[cH:24][cH:23]2)=[O:21])[cH:2][n:3][cH:4][cH:5]1. The reactants are C(CCC)C1=CC=C(C=C1)B(O)O (4-butylbenzeneboronic acid), COC(C1=C(C=CC(=C1)S(NC1=CC=C(C=C1)Br)(=O)=O)C)=O (5-(4-bromo-phenylsulfamoyl)-2-methyl-benzoic acid methyl ester), C([O-])([O-])=O.[K+].[K+] (potassium carbonate), aqueous solution. Reagents/catalysts: C1=CC=C(C=C1)[PH+](C2=CC=CC=C2)[C]3[CH][CH][CH][CH]3.C1=CC=C(C=C1)[PH+](C2=CC=CC=C2)[C]3[CH][CH][CH][CH]3.C(Cl)Cl.Cl[Pd]Cl.[Fe] (dichloro[1,1′-bis(diphenylphosphino)ferrocene]palladium(II) dichloromethane adduct), C1(=CC=CC=C1)P([C-]1C=CC=C1)C1=CC=CC=C1.[C-]1(C=CC=C1)P(C1=CC=CC=C1)C1=CC=CC=C1.[Fe+2] (1,1′-bis(diphenylphosphino)ferrocene). Solvent: O1CCOCC1 (1,4-dioxane), O (water). The product is COC(C1=C(C=CC(=C1)S(NC1=CC=C(C=C1)C1=CC=C(C=C1)CCCC)(=O)=O)C)=O (5-(4′-Butyl-biphenyl-4-ylsulfamoyl)-2-methyl-benzoic acid methyl ester). Isolated yield 63.9%. RXN SMILES: [CH2:1]([C:5]1[CH:10]=[CH:9][C:8](B(O)O)=[CH:7][CH:6]=1)[CH2:2][CH2:3][CH3:4].[CH3:14][O:15][C:16](=[O:35])[C:17]1[CH:22]=[C:21]([S:23](=[O:33])(=[O:32])[NH:24][C:25]2[CH:30]=[CH:29][C:28](Br)=[CH:27][CH:26]=2)[CH:20]=[CH:19][C:18]=1[CH3:34].C(=O)([O-])[O-].[K+].[K+]>O1CCOCC1.O.C1C=CC([PH+]([C]2[CH][CH][CH][CH]2)C2C=CC=CC=2)=CC=1.C1C=CC([PH+]([C]2[CH][CH][CH][CH]2)C2C=CC=CC=2)=CC=1.C(Cl)Cl.Cl[Pd]Cl.[Fe].C1(P(C2C=CC=CC=2)[C-]2C=CC=C2)C=CC=CC=1.[C-]1(P(C2C=CC=CC=2)C2C=CC=CC=2)C=CC=C1.[Fe+2]>[CH3:14][O:15][C:16](=[O:35])[C:17]1[CH:22]=[C:21]([S:23](=[O:33])(=[O:32])[NH:24][C:25]2[CH:30]=[CH:29][C:28]([C:8]3[CH:9]=[CH:10][C:5]([CH2:1][CH2:2][CH2:3][CH3:4])=[CH:6][CH:7]=3)=[CH:27][CH:26]=2)[CH:20]=[CH:19][C:18]=1[CH3:34] |f:2.3.4,7.8.9.10.11,12.13.14,^1:53,54,55,56,57,71,72,73,74,75|. Procedure: A mixture of 4-butylbenzeneboronic acid (174 mg, 0.975 mmol), 5-(4-bromo-phenylsulfamoyl)-2-methyl-benzoic acid methyl ester (150 mg, 0.39 mmol), dichloro[1,1′-bis(diphenylphosphino)ferrocene]palladium(II) dichloromethane adduct (16 mg, 0.019 mmol), 1,1′-bis(diphenylphosphino)ferrocene (11 mg, 0.019 mmol) and potassium carbonate (0.39 ml of a 2M aqueous solution, 0.78 mmol) in 15 ml 1,4-dioxane was heated at reflux under nitrogen for 20 hr. The reaction mixture was cooled to room temperature, di... Reactants: CC(C)(C)OC(=O)N1CC(F)C(CBr)C1, NC1CC1. Yields the product CC(C)(C)OC(=O)N1CC(F)C(CNC2CC2)C1. As a reaction SMILES: [Br:1][CH2:2][CH:3]1[CH2:4][N:5]([C:9](=[O:10])[O:11][C:12]([CH3:13])([CH3:14])[CH3:15])[CH2:6][CH:7]1[F:8].[CH:16]1([NH2:19])[CH2:17][CH2:18]1>>[CH2:2]([CH:3]1[CH2:4][N:5]([C:9](=[O:10])[O:11][C:12]([CH3:13])([CH3:14])[CH3:15])[CH2:6][CH:7]1[F:8])[NH:19][CH:16]1[CH2:17][CH2:18]1.